Dataset: the Open Reaction Database (ORD), a public repository of structured organic reaction records. Task: describe an organic reaction: reactants, conditions, products, and yield The reactants are FC1=C(C=CC=C1)NC1=CC(CCC1)=O (3-[(2-Fluorophenyl)amino]-2-cyclohexen-1-one). The reagents and catalysts are C(C)(=O)[O-].[Pd+2].C(C)(=O)[O-] (palladium (II) acetate), C(C)(=O)[O-].[Cu+2].C(C)(=O)[O-] (copper (II) acetate). The solvent is CN(C)C=O (DMF). Product: FC=1C=CC=C2C=3C(CCCC3NC12)=O (8-Fluoro-1,2,3,9-tetrahydro-4H-carbazol-4-one). The yield is 68.9%. As a reaction SMILES: [F:1][C:2]1[CH:7]=[CH:6][CH:5]=[CH:4][C:3]=1[NH:8][C:9]1[CH2:14][CH2:13][CH2:12][C:11](=[O:15])[CH:10]=1>CN(C=O)C.C([O-])(=O)C.[Pd+2].C([O-])(=O)C.C([O-])(=O)C.[Cu+2].C([O-])(=O)C>[F:1][C:2]1[CH:7]=[CH:6][CH:5]=[C:4]2[C:3]=1[NH:8][C:9]1[CH2:14][CH2:13][CH2:12][C:11](=[O:15])[C:10]2=1 |f:2.3.4,5.6.7|. Reported procedure: 3-[(2-Fluorophenyl)amino]-2-cyclohexen-1-one (14.8 g), palladium (II) acetate (1 g), and copper (II) acetate (29.5 g) were heated together in DMF (100 ml) under nitrogen at 140° for 2 h. The solvent was removed in vacuo, and the residue was purified by FCC eluting with ether to give the title compound (10.1 g), m.p. 222°-224°. Starting materials: CCCOCCc1ccc(Br)cc1, [C-]#N, [C-]#N, CCOC(C)=O, CN1CCCC1=O, O, [Zn+2], c1ccc(P(c2ccccc2)(c2ccccc2)[Pd](P(c2ccccc2)(c2ccccc2)c2ccccc2)(P(c2ccccc2)(c2ccccc2)c2ccccc2)P(c2ccccc2)(c2ccccc2)c2ccccc2)cc1. The product is CCCOCCc1ccc(C#N)cc1. As a reaction SMILES: [Br:1][c:2]1[cH:3][cH:4][c:5]([CH2:8][CH2:9][O:10][CH2:11][CH2:12][CH3:13])[cH:6][cH:7]1.[C-:22]#[N:23].[C-:25]#[N:26].[CH3:104][CH2:105][O:106][C:107](=[O:108])[CH3:109].[CH3:14][N:15]1[CH2:16][CH2:17][CH2:18][C:19]1=[O:20].[OH2:21].[Zn+2:24].[cH:27]1[cH:28][cH:29][c:30]([P:31]([Pd:32]([P:33]([c:34]2[cH:35][cH:36][cH:37][cH:38][cH:39]2)([c:40]2[cH:41][cH:42][cH:43][cH:44][cH:45]2)[c:46]2[cH:47][cH:48][cH:49][cH:50][cH:51]2)([P:52]([c:53]2[cH:54][cH:55][cH:56][cH:57][cH:58]2)([c:59]2[cH:60][cH:61][cH:62][cH:63][cH:64]2)[c:65]2[cH:66][cH:67][cH:68][cH:69][cH:70]2)[P:71]([c:72]2[cH:73][cH:74][cH:75][cH:76][cH:77]2)([c:78]2[cH:79][cH:80][cH:81][cH:82][cH:83]2)[c:84]2[cH:85][cH:86][cH:87][cH:88][cH:89]2)([c:90]2[cH:91][cH:92][cH:93][cH:94][cH:95]2)[c:96]2[cH:97][cH:98][cH:99][cH:100][cH:101]2)[cH:102][cH:103]1>>[c:2]1([C:14]#[N:15])[cH:3][cH:4][c:5]([CH2:8][CH2:9][O:10][CH2:11][CH2:12][CH3:13])[cH:6][cH:7]1. Starting materials: C(C)(C)(C)[Si](OCC#C)(C)C (tert-butyldimethyl(prop-2-yn-1-yloxy)silane), [Li]CCCC (n-BuLi), O=C1CCN(CC1)C(=O)OC(C)(C)C (tert-butyl 4-oxopiperidine-1-carboxylate). Run in C1CCOC1 (THF), C1CCOC1 (THF). Reaction conditions: temperature -78 celsius, time 1 hour. Yields the product [Si](C)(C)(C(C)(C)C)OCC#CC1(CCN(CC1)C(=O)OC(C)(C)C)O (tert-butyl 4-(3-((tert-butyldimethylsilyl)oxy)prop-1-yn-1-yl)-4-hydroxypiperidine-1-carboxylate). The yield is 121.0%. Reaction SMILES: [C:1]([Si:5]([CH3:11])([CH3:10])[O:6][CH2:7][C:8]#[CH:9])([CH3:4])([CH3:3])[CH3:2].[Li]CCCC.[O:17]=[C:18]1[CH2:23][CH2:22][N:21]([C:24]([O:26][C:27]([CH3:30])([CH3:29])[CH3:28])=[O:25])[CH2:20][CH2:19]1>C1COCC1>[Si:5]([O:6][CH2:7][C:8]#[C:9][C:18]1([OH:17])[CH2:19][CH2:20][N:21]([C:24]([O:26][C:27]([CH3:29])([CH3:28])[CH3:30])=[O:25])[CH2:22][CH2:23]1)([C:1]([CH3:3])([CH3:4])[CH3:2])([CH3:10])[CH3:11]. Procedure details: To a solution of tert-butyldimethyl(prop-2-yn-1-yloxy)silane (0.5 mL, 2.46 mmol) in 30 mL of anhydrous THF was added dropwise n-BuLi (1.2 mL, 2.95 mmol) at −78° C. under N2. After stirring for 1 h at −78° C., tert-butyl 4-oxopiperidine-1-carboxylate (588.4 mg, 2.95 mmol) in THF (2 mL) was added dropwise to the above solution at −78° C. under N2. The resulting mixture was stirred at −78° C. under N2 for 2 h, then allowed to warm to r.t. and stirred for another 1.5 h. The reaction mixture was cool... The reactants are CCCc1c(OCCCOc2ccc(C(C)=O)c(OCCCC(=O)OCC)c2CCC)ccc(C(C)=O)c1O, CCO, Cl, [Na+], [OH-], O. Yields the product CCCc1c(OCCCOc2ccc(C(C)=O)c(OCCCC(=O)O)c2CCC)ccc(C(C)=O)c1O. Reaction SMILES: [C:1]([CH3:2])(=[O:3])[c:4]1[cH:5][cH:6][c:7]([O:22][CH2:23][CH2:24][CH2:25][O:26][c:27]2[c:28]([CH2:37][CH2:38][CH3:39])[c:29]([OH:36])[c:30]([C:33]([CH3:34])=[O:35])[cH:31][cH:32]2)[c:8]([CH2:19][CH2:20][CH3:21])[c:9]1[O:10][CH2:11][CH2:12][CH2:13][C:14](=[O:15])[O:16][CH2:17][CH3:18].[CH3:43][CH2:44][OH:45].[ClH:42].[Na+:41].[OH-:40].[OH2:46]>>[C:1]([CH3:2])(=[O:3])[c:4]1[cH:5][cH:6][c:7]([O:22][CH2:23][CH2:24][CH2:25][O:26][c:27]2[c:28]([CH2:37][CH2:38][CH3:39])[c:29]([OH:36])[c:30]([C:33]([CH3:34])=[O:35])[cH:31][cH:32]2)[c:8]([CH2:19][CH2:20][CH3:21])[c:9]1[O:10][CH2:11][CH2:12][CH2:13][C:14](=[O:15])[OH:16]. Reactants: CCO, CCOC(=O)c1c(S(=O)(=O)NC)nn2c(-c3ccc(Cl)cc3)c(-c3ccccc3Cl)cnc12, Cl, [Na+], C1CCOC1, [OH-]. The product is CNS(=O)(=O)c1nn2c(-c3ccc(Cl)cc3)c(-c3ccccc3Cl)cnc2c1C(=O)O. Reaction SMILES: [CH2:42]([OH:43])[CH3:44].[Cl:1][c:2]1[c:3](-[c:8]2[cH:9][n:10][c:11]3[n:12]([c:13]2-[c:14]2[cH:15][cH:16][c:17]([Cl:20])[cH:18][cH:19]2)[n:21][c:22]([S:29]([NH:30][CH3:31])(=[O:32])=[O:33])[c:23]3[C:24](=[O:25])[O:26][CH2:27][CH3:28])[cH:4][cH:5][cH:6][cH:7]1.[ClH:36].[Na+:35].[O:37]1[CH2:38][CH2:39][CH2:40][CH2:41]1.[OH-:34]>>[Cl:1][c:2]1[c:3](-[c:8]2[cH:9][n:10][c:11]3[n:12]([c:13]2-[c:14]2[cH:15][cH:16][c:17]([Cl:20])[cH:18][cH:19]2)[n:21][c:22]([S:29]([NH:30][CH3:31])(=[O:32])=[O:33])[c:23]3[C:24](=[O:25])[OH:26])[cH:4][cH:5][cH:6][cH:7]1. Reactants: OCCC(CN1C=2N=C(NC(C2N=C1)=O)N)CO (9-[4-Hydroxy-2-(hydroxymethyl)butyl]guanine), Cl (hydrochloric acid), C(C1=CC=CC=C1)OCC(CCO)COCC1=CC=CC=C1 (4-Benzyloxy-3-benzyloxymethylbutan-1-ol). The reagents and catalysts are C(C)O (ethanol). Product: Cl.OCCC(CN1C=2N=C(NC(C2N=C1)=O)N)CO (9-[4-Hydroxy-2-(hydroxymethyl)butyl]guanine hydrochloride). RXN SMILES: [OH:1][CH2:2][CH2:3][CH:4]([CH2:17][OH:18])[CH2:5][N:6]1[CH:14]=[N:13][C:12]2[C:11](=[O:15])[NH:10][C:9]([NH2:16])=[N:8][C:7]1=2.C(OCC(COCC1C=CC=CC=1)CCO)C1C=CC=CC=1.[ClH:41]>C(O)C>[ClH:41].[OH:1][CH2:2][CH2:3][CH:4]([CH2:17][OH:18])[CH2:5][N:6]1[CH:14]=[N:13][C:12]2[C:11](=[O:15])[NH:10][C:9]([NH2:16])=[N:8][C:7]1=2 |f:4.5|. Procedure details: 9-[4-Hydroxy-2-(hydroxymethyl)butyl]guanine (46 mg; Example 1) was dissolved in 0.4 ml of 1M aqueous hydrochloric acid and the solution was lyophilized (0.1 mm Hg) over-night. The residue (53 mg, quantitive yield) was dissolved in a few drops of warm ethanol and precipitated with several volumes of tetrahydrofuran to yield a white, crystalline product. M.p. ~85° C. (d). Starting materials: ClC1=CC=C(C(=N1)NC(C(C)(C)C)=O)I (N-(6-chloro-3-iodopyridin-2-yl)pivalamide), Cl (HCl), C(=O)(O)[O-].[Na+] (NaHCO3). Run in O1CCOCC1 (dioxane). Run at temperature 105 celsius, time 2 hour. Yields the product ClC1=CC=C(C(=N1)N)I (6-chloro-3-iodopyridine-2-amine). The yield is 100.2%. Reaction SMILES: [Cl:1][C:2]1[N:7]=[C:6]([NH:8]C(=O)C(C)(C)C)[C:5]([I:15])=[CH:4][CH:3]=1.Cl.C([O-])(O)=O.[Na+]>O1CCOCC1>[Cl:1][C:2]1[N:7]=[C:6]([NH2:8])[C:5]([I:15])=[CH:4][CH:3]=1 |f:2.3|. Procedure details: To a solution of N-(6-chloro-3-iodopyridin-2-yl)pivalamide (17.0 g, 50.2 mmol) in dioxane (80 mL) is added 2 N aqueous HCl (50 mL) and the resulting mixture is stirred at 105° C. for 2 h. After cooling to RT, the reaction mixture is slowly poured into a saturated aqueous NaHCO3 solution (200 mL) and the resulting mixture is extracted with ethyl acetate (400 mL×3). The combined organic extracts are washed with brine (300 mL×3), dried over MgSO4, and solvent is evaporated on a rotary evaporator to... Starting materials: FC=1C=C2CCC(C2=CC1F)=O (5,6-difluoro-2,3-dihydro-1H-inden-1-one), N(=O)OCCC(C)C (isoamyl nitrite), O (water), Cl (HCl). Solvent: CO (MeOH). Reaction conditions: time 24 hour. Yields the product FC=1C=C2CC(CC2=CC1F)N (5,6-difluoro-2,3-dihydro-1H-inden-2-amine). RXN SMILES: [F:1][C:2]1[CH:3]=[C:4]2[C:8](=[CH:9][C:10]=1[F:11])[C:7](=O)[CH2:6][CH2:5]2.[N:13](OCCC(C)C)=O.Cl.O>CO>[F:1][C:2]1[CH:3]=[C:4]2[C:8](=[CH:9][C:10]=1[F:11])[CH2:7][CH:6]([NH2:13])[CH2:5]2. Procedure details: To a solution of 5,6-difluoro-2,3-dihydro-1H-inden-1-one (4.60 g, 27.4 mmol) in MeOH (90 mL) at 40° C. was added isoamyl nitrite (4.17 g, 35.6 mmol) followed by concentrated HCl (2.7 mL). Upon heating for 45 min the solution was cooled to room temperature and water was added. Precipitated solid was collected by filtration and rinsed thoroughly with water affording 3.97 g of a light orange solid. The solid was dissolved in HOAc (100 mL), conc HCl (8 mL) was added, followed by 10% Pd/C (1.07 g). T...